Dataset: the Open Reaction Database (ORD), a public repository of structured organic reaction records. Task: describe an organic reaction: reactants, conditions, products, and yield Reactants: Clc1ccc2cc[nH]c2c1, Ic1ccccc1. RXN SMILES: [Cl:1][c:2]1[cH:3][cH:4][c:5]2[cH:6][cH:7][nH:8][c:9]2[cH:10]1.[I:11][c:12]1[cH:13][cH:14][cH:15][cH:16][cH:17]1>>[Cl:1][c:2]1[cH:3][cH:4][c:5]2[cH:6][cH:7][n:8](-[c:12]3[cH:13][cH:14][cH:15][cH:16][cH:17]3)[c:9]2[cH:10]1. The product is Clc1ccc2ccn(-c3ccccc3)c2c1.